This data is from the Open Reaction Database (ORD), a public repository of structured organic reaction records. The task is: describe an organic reaction: reactants, conditions, products, and yield The reactants are O (water), [N+](=O)([O-])C1=C(N)C=CC=C1 (o-nitroaniline), [S-]C#N.[Na+] (sodium thiocyanate), BrBr (bromine). Solvent: C(C)(=O)O (acetic acid), C(C)(=O)O (acetic acid). Reaction conditions: temperature 15 celsius. The product is [N+](=O)([O-])C1=C(N)C=CC(=C1)SC#N (2-nitro-4-thiocyanato-aniline). The yield is 91.8%. RXN SMILES: [N+:1]([C:4]1[CH:10]=[CH:9][CH:8]=[CH:7][C:5]=1[NH2:6])([O-:3])=[O:2].[S-:11][C:12]#[N:13].[Na+].BrBr.O>C(O)(=O)C>[N+:1]([C:4]1[CH:10]=[C:9]([S:11][C:12]#[N:13])[CH:8]=[CH:7][C:5]=1[NH2:6])([O-:3])=[O:2] |f:1.2|. Reported procedure: A stirred mixture of o-nitroaniline (82.5 g.), dry sodium thiocyanate (180 g.) and acetic acid (1 liter) was treated at 11°-12° C. with a solution of bromine (96.5 g.) in acetic acid (100 ml.). The stirring was continued for a further hour at 11°-12° C. and the mixture was then allowed to warm to 15° C. and poured into water (3.5 liters). The yellow solid was filtered off, washed with water, and dissolved in acetone (1 liter). The solution was filtered and the filtrate was evaporated to give 2-n...